This data is from the Open Reaction Database (ORD), a public repository of structured organic reaction records. The task is: describe an organic reaction: reactants, conditions, products, and yield RXN SMILES: [O:1]1[CH:5]=[CH:4][CH:3]=[C:2]1[C:6]1[C:11](I)=[C:10]([S:13][CH3:14])[N:9]=[C:8]([NH2:15])[N:7]=1.[C:16]([O:20][CH3:21])(=[O:19])[CH:17]=[CH2:18].C(=O)([O-])[O-].[Cs+].[Cs+]>O1CCOCC1.C(OCC)(=O)C.Cl[Pd](Cl)([P](C1C=CC=CC=1)(C1C=CC=CC=1)C1C=CC=CC=1)[P](C1C=CC=CC=1)(C1C=CC=CC=1)C1C=CC=CC=1>[CH3:21][O:20][C:16](=[O:19])/[CH:17]=[CH:18]/[C:11]1[C:6]([C:2]2[O:1][CH:5]=[CH:4][CH:3]=2)=[N:7][C:8]([NH2:15])=[N:9][C:10]=1[S:13][CH3:14] |f:2.3.4,^1:42,61|. Run in O1CCOCC1 (dioxane), C(C)(=O)OCC (ethyl acetate). The yield is 48.6%. Starting materials: O1C(=CC=C1)C1=NC(=NC(=C1I)SC)N (4-furan-2-yl-5-iodo-6-methylsulfanyl-pyrimidin-2-ylamine), C(C=C)(=O)OC (methyl acrylate), C([O-])([O-])=O.[Cs+].[Cs+] (cesium carbonate). The reagents and catalysts are Cl[Pd]([P](C1=CC=CC=C1)(C2=CC=CC=C2)C3=CC=CC=C3)([P](C4=CC=CC=C4)(C5=CC=CC=C5)C6=CC=CC=C6)Cl (bis(triphenylphosphine)palladium(II) chloride). Yields the product COC(\C=C\C=1C(=NC(=NC1SC)N)C=1OC=CC1)=O ((E)-3-(2-amino-4-furan-2-yl-6-methylsulfanyl-pyrimidin-5-yl)-acrylic acid methyl ester). Reaction conditions: temperature 100 celsius. Reported procedure: A stirred suspension of 457 mg (1,37 mmol) 4-furan-2-yl-5-iodo-6-methylsulfanyl-pyrimidin-2-ylamine, 0.25 ml (2.77 mmol) methyl acrylate, 96 mg (0.14 mmol) bis(triphenylphosphine)palladium(II) chloride and 0.67 g (2.06 mmol) cesium carbonate in 5 ml dioxane under argon in a sealed tube was heated at 100° C. for 16 h. After cooling to room temperature, the mixture was diluted with 50 ml ethyl acetate, filtered, and the filtrate was concentrated in vacuo. Flash chromatography (1/2-1/1 ethyl acetat... The reactants are [BH4-], CCO, O=C1CCc2cccc(Nc3ncc(-c4ccc(C(F)(F)F)cc4)o3)c2C1, [Na+], O. Product: OC1CCc2cccc(Nc3ncc(-c4ccc(C(F)(F)F)cc4)o3)c2C1. Reaction SMILES: [BH4-:28].[CH3:31][CH2:32][OH:33].[F:1][C:2]([c:3]1[cH:4][cH:5][c:6](-[c:9]2[cH:10][n:11][c:12]([NH:14][c:15]3[cH:16][cH:17][cH:18][c:19]4[c:24]3[CH2:23][C:22](=[O:25])[CH2:21][CH2:20]4)[o:13]2)[cH:7][cH:8]1)([F:26])[F:27].[Na+:29].[OH2:30]>>[F:1][C:2]([c:3]1[cH:4][cH:5][c:6](-[c:9]2[cH:10][n:11][c:12]([NH:14][c:15]3[cH:16][cH:17][cH:18][c:19]4[c:24]3[CH2:23][CH:22]([OH:25])[CH2:21][CH2:20]4)[o:13]2)[cH:7][cH:8]1)([F:26])[F:27]. Reactants: ClC=1N=C(C2=C(N1)C=C(S2)C=2C=C(C=NC2)C(=O)NC[C@H](C)O)N2CCOCC2 (5-(2-chloro-4-morpholinothieno[3,2-d]pyrimidin-6-yl)-N-((S)-2-hydroxypropyl)pyridine-3-carboxamide), CC1(OB(OC1(C)C)C1=C2C=NNC2=CC=C1)C (4-(4,4,5,5-tetramethyl-[1,3,2]dioxaborolan-2-yl)-1H-indazole). Product: N1N=CC2=C(C=CC=C12)C=1N=C(C2=C(N1)C=C(S2)C=2C=C(C=NC2)C(=O)NC[C@H](C)O)N2CCOCC2 (5-(2-(1H-indazol-4-yl)-4-morpholinothieno[3,2-d]pyrimidin-6-yl)-N-((S)-2-hydroxypropyl)pyridine-3-carboxamide). RXN SMILES: Cl[C:2]1[N:3]=[C:4]([N:24]2[CH2:29][CH2:28][O:27][CH2:26][CH2:25]2)[C:5]2[S:10][C:9]([C:11]3[CH:12]=[C:13]([C:17]([NH:19][CH2:20][C@@H:21]([OH:23])[CH3:22])=[O:18])[CH:14]=[N:15][CH:16]=3)=[CH:8][C:6]=2[N:7]=1.CC1(C)C(C)(C)OB([C:38]2[CH:46]=[CH:45][CH:44]=[C:43]3[C:39]=2[CH:40]=[N:41][NH:42]3)O1>>[NH:42]1[C:43]2[C:39](=[C:38]([C:2]3[N:3]=[C:4]([N:24]4[CH2:29][CH2:28][O:27][CH2:26][CH2:25]4)[C:5]4[S:10][C:9]([C:11]5[CH:12]=[C:13]([C:17]([NH:19][CH2:20][C@@H:21]([OH:23])[CH3:22])=[O:18])[CH:14]=[N:15][CH:16]=5)=[CH:8][C:6]=4[N:7]=3)[CH:46]=[CH:45][CH:44]=2)[CH:40]=[N:41]1. Procedure details: 5-(2-Chloro-4-morpholinothieno[3,2-d]pyrimidin-6-yl)pyridine-3-carboxylic acid (40 mg) was reacted with (S)-(+)-1-amino-2-propanol via General Procedure B to yield 5-(2-chloro-4-morpholinothieno[3,2-d]pyrimidin-6-yl)-N-((S)-2-hydroxypropyl)pyridine-3-carboxamide. Crude 5-(2-chloro-4-morpholinothieno[3,2-d]pyrimidin-6-yl)-N-((S)-2-hydroxypropyl)pyridine-3-carboxamide (46 mg) was coupled to 4-(4,4,5,5-tetramethyl-1,3,2-dioxaborolan-2-yl)-1H-indazole 7 via General Procedure A to yield 7.6 mg of 342...